From a dataset of the Open Reaction Database (ORD), a public repository of structured organic reaction records. describe an organic reaction: reactants, conditions, products, and yield Starting materials: C(C)C1=NOC2=C1C=CC=C2 (3-ethyl-1,2-benzisoxazole), BrN1C(CCC1=O)=O (N-bromosuccinimide), CC(C)(C#N)N=NC(C)(C)C#N (α,α-azoisobutyro-nitrile). Run in C(Cl)(Cl)(Cl)Cl (carbon tetrachloride). The product is BrC(C)C1=NOC2=C1C=CC=C2 (3-(1-bromoethyl)-1,2-benzisoxazole). As a reaction SMILES: [CH2:1]([C:3]1[C:7]2[CH:8]=[CH:9][CH:10]=[CH:11][C:6]=2[O:5][N:4]=1)[CH3:2].[Br:12]N1C(=O)CCC1=O.CC(N=NC(C#N)(C)C)(C#N)C>C(Cl)(Cl)(Cl)Cl>[Br:12][CH:1]([C:3]1[C:7]2[CH:8]=[CH:9][CH:10]=[CH:11][C:6]=2[O:5][N:4]=1)[CH3:2]. Reported procedure: A mixture of 5.3 g of 3-ethyl-1,2-benzisoxazole, 6.4 g of N-bromosuccinimide and 50 ml of carbon tetrachloride is refluxed for 1 h. Afterwards c. 50 mg of α,α-azoisobutyro-nitrile are added and the mixture is refluxed for a further 1 h. After cooling and filtering the mixture, the filtrate is concentrated under vacuum. The crude product is purified by chromatography over silica gel with ethyl acetate/hexane (1:1) to give 3-(1-bromoethyl)-1,2-benzisoxazole as an oil. Starting materials: C(C)(C)(C)O[C@H](C(=O)OCC)C1=C(C2=CC=C(C=C2C=C1C)C#N)OS(=O)(=O)C(F)(F)F ((S)-ethyl 2-tert-butoxy-2-(6-cyano-3-methyl-1-(trifluoromethylsulfonyloxy)naphthalen-2-yl)acetate), C(C)(=O)OC(C)(C)CC (tert-amyl acetate). The product is C(#N)C=1C=C2C=C(C(=C(C2=CC1)OS(=O)(=O)C(F)(F)F)[C@@H](C(=O)OCC)OC(C)(C)CC)C ((S)-ethyl 2-(6-cyano-3-methyl-1(trifluoromethylsulfonyloxy)-naphthalen-2-yl)-2-(tert-pentyloxy)acetate). RXN SMILES: [C:1]([O:5][C@@H:6]([C:12]1[C:21]([CH3:22])=[CH:20][C:19]2[C:14](=[CH:15][CH:16]=[C:17]([C:23]#[N:24])[CH:18]=2)[C:13]=1[O:25][S:26]([C:29]([F:32])([F:31])[F:30])(=[O:28])=[O:27])[C:7]([O:9][CH2:10][CH3:11])=[O:8])([CH3:4])([CH3:3])[CH3:2].[C:33](OC(CC)(C)C)(=O)C>>[C:23]([C:17]1[CH:18]=[C:19]2[C:14](=[CH:15][CH:16]=1)[C:13]([O:25][S:26]([C:29]([F:32])([F:30])[F:31])(=[O:27])=[O:28])=[C:12]([C@H:6]([O:5][C:1]([CH2:2][CH3:33])([CH3:3])[CH3:4])[C:7]([O:9][CH2:10][CH3:11])=[O:8])[C:21]([CH3:22])=[CH:20]2)#[N:24]. Procedure details: (S)-ethyl 2-(6-cyano-3-methyl-1(trifluoromethylsulfonyloxy)-naphthalen-2-yl)-2-(tert-pentyloxy)acetate was prepared in a similar way to (S)-ethyl 2-tert-butoxy-2-(6-cyano-3-methyl-1-(trifluoromethylsulfonyloxy)naphthalen-2-yl)acetate in Example 5 except tert-amyl acetate was used instead of tert-butyl acetate. 1H NMR (400 MHz, CDCl3) 8.18 (s, 1H), 8.13 (d, J=8.7 Hz, 1H), 7.73 (s, 1H), 7.71 (d, J=8.9 Hz, 1H), 5.73 (s, 1H), 4.27-4.08 (m, 2H), 2.59 (s, 3H), 1.62-1.43 (m, 2H), 1.20 (s, 3H), 1.17 (t,...